Dataset: the Open Reaction Database (ORD), a public repository of structured organic reaction records. Task: describe an organic reaction: reactants, conditions, products, and yield Reactants: COC=1C=C(C(=O)O)C=CC1CC1=CN(C2=CC=C(C=C12)C(NC[C@@H](CC(F)(F)F)C)=O)C ((R)-3-methoxy-4-[1-methyl-5-(2-methyl-4,4,4-trifluorobutylcarbamoyl)indol-3-ylmethyl]benzoic acid), Cl.CN(CCCN=C=NCC)C (1-(3-dimethylaminopropyl)-3-ethylcarbodiimide hydrochloride), CC1=C(C=CC=C1)S(=O)(=O)N (2-methylbenzenesulfonamide). Reagents/catalysts: CN(C1=CC=NC=C1)C (4-dimethylaminopyridine). The solvent is C(Cl)Cl (methylene chloride), C(Cl)Cl (methylene chloride). Conditions: time 48 hour. Yields the product COC=1C=C(C(=O)NS(=O)(=O)C2=C(C=CC=C2)C)C=CC1CC1=CN(C2=CC=C(C=C12)C(NC[C@@H](CC(F)(F)F)C)=O)C ((R)-3-Methoxy-4-[1-methyl-5-(2-methyl-4,4,4-trifluorobutylcarbamoyl)indol-3-ylmethyl]-N-(2-methylphenylsulfonyl)benzamide). Yield: 87.8%. Reaction SMILES: [CH3:1][O:2][C:3]1[CH:4]=[C:5]([CH:9]=[CH:10][C:11]=1[CH2:12][C:13]1[C:21]2[C:16](=[CH:17][CH:18]=[C:19]([C:22](=[O:32])[NH:23][CH2:24][C@H:25]([CH3:31])[CH2:26][C:27]([F:30])([F:29])[F:28])[CH:20]=2)[N:15]([CH3:33])[CH:14]=1)[C:6]([OH:8])=O.Cl.CN(C)CCCN=C=NCC.[CH3:46][C:47]1[CH:52]=[CH:51][CH:50]=[CH:49][C:48]=1[S:53]([NH2:56])(=[O:55])=[O:54]>CN(C)C1C=CN=CC=1.C(Cl)Cl>[CH3:1][O:2][C:3]1[CH:4]=[C:5]([CH:9]=[CH:10][C:11]=1[CH2:12][C:13]1[C:21]2[C:16](=[CH:17][CH:18]=[C:19]([C:22](=[O:32])[NH:23][CH2:24][C@H:25]([CH3:31])[CH2:26][C:27]([F:28])([F:30])[F:29])[CH:20]=2)[N:15]([CH3:33])[CH:14]=1)[C:6]([NH:56][S:53]([C:48]1[CH:49]=[CH:50][CH:51]=[CH:52][C:47]=1[CH3:46])(=[O:54])=[O:55])=[O:8] |f:1.2|. Reported procedure: A mixture of (R)-3-methoxy-4-[1-methyl-5-(2-methyl-4,4,4-trifluorobutylcarbamoyl)indol-3-ylmethyl]benzoic acid (14.28 g), 4-dimethylaminopyridine (4.39 g), 1-(3-dimethylaminopropyl)-3-ethylcarbodiimide hydrochloride (8.34 g) and 2-methylbenzenesulfonamide (5.85 g) was dissolved in dry methylene chloride (270 mL) and the solution was stirred under an inert atmosphere for 48 h. The mixture was diluted with methylene chloride (300 mL) and washed three times with 1N hydrochloric acid. The combined h... The product is ClCC(=O)N1CCN(CC1)C1=C(C=CC=C1)C#N (2-chloro-1-[4-(2-cyanophenyl)piperazin-1-yl]ethanone). Reaction SMILES: [Cl:1][CH2:2][C:3]([N:5]1[CH2:10][CH2:9][N:8]([C:11]2[CH:16]=[CH:15][CH:14]=[CH:13][C:12]=2[CH3:17])[CH2:7][CH2:6]1)=[O:4].ClCC(Cl)=O.C(C1C=CC=CC=1N1CCNCC1)#[N:24].C(=O)([O-])[O-].[Ca+2]>C(C(C)=O)C>[Cl:1][CH2:2][C:3]([N:5]1[CH2:10][CH2:9][N:8]([C:11]2[CH:16]=[CH:15][CH:14]=[CH:13][C:12]=2[C:17]#[N:24])[CH2:7][CH2:6]1)=[O:4] |f:3.4|. Procedure details: Compound 17A is prepared according to the same procedure as that for 12A, using the following reactants: chloroacetyl chloride (670 μl, 8.4 mmol), 1-(2-cyanophenyl)piperazine (1.32 g, 7 mmol), calcium carbonate (2.1 g, 21 mmol), methyl ethyl ketone (30 ml). The reactants are ClCC(=O)N1CCN(CC1)C1=C(C=CC=C1)C (2-chloro-1-(4-o-tolylpiperazin-1-yl)ethanone), C([O-])([O-])=O.[Ca+2] (calcium carbonate), ClCC(=O)Cl (chloroacetyl chloride), C(#N)C1=C(C=CC=C1)N1CCNCC1 (1-(2-cyanophenyl)piperazine). The solvent is C(C)C(=O)C (methyl ethyl ketone). Reactants: Cl.C(C)OC([C@@H](N)CS)=O (L-cysteine ethyl ester hydrochloride), C1(=CC=CC=C1)C(O)(C1=CC=CC=C1)C1=CC=CC=C1 (triphenylmethanol), C(C)(=O)OCC (ethyl acetate), C(C)(=O)OCC.CCCCCC (ethyl acetate hexane). The solvent is C(=O)(C(F)(F)F)O (TFA). Reaction conditions: time 2 hour. Product: C(C)OC([C@@H](N)CSC(C1=CC=CC=C1)(C1=CC=CC=C1)C1=CC=CC=C1)=O (S-Triphenylmethyl-L-cysteine ethyl ester). RXN SMILES: Cl.[CH2:2]([O:4][C:5](=[O:10])[C@H:6]([CH2:8][SH:9])[NH2:7])[CH3:3].[C:11]1([C:17]([C:25]2[CH:30]=[CH:29][CH:28]=[CH:27][CH:26]=2)([C:19]2[CH:24]=[CH:23][CH:22]=[CH:21][CH:20]=2)O)[CH:16]=[CH:15][CH:14]=[CH:13][CH:12]=1.C(OCC)(=O)C.CCCCCC.C(OCC)(=O)C>C(O)(C(F)(F)F)=O>[CH2:2]([O:4][C:5](=[O:10])[C@H:6]([CH2:8][S:9][C:17]([C:11]1[CH:16]=[CH:15][CH:14]=[CH:13][CH:12]=1)([C:25]1[CH:26]=[CH:27][CH:28]=[CH:29][CH:30]=1)[C:19]1[CH:20]=[CH:21][CH:22]=[CH:23][CH:24]=1)[NH2:7])[CH3:3] |f:0.1,3.4|. Reported procedure: To a solution of L-cysteine ethyl ester hydrochloride (18.6 g, 0.1 mole) in 200 mL TFA was added triphenylmethanol (52 g, 0.2 mole). The resulting dark brown solution was allowed to stir for 2 h at room temperature under nitrogen. The solvent was removed in vacuo and ethanol (100 mL) added to the residue. A 1 M solution of sodium ethoxide (50 mL) was added to the ethanolic solution and stirred for 90 min. during which time the solution turned cloudy. The mixture was filtered, the filtrated was c... Starting materials: ClC1=C(C=C(C=C1)F)C1CC(C=2C(=CC=NC2C1)C)=NNC(=N)N ((−)-7-(2-Chloro-5-fluorophenyl)-5-guanidinoimino-4-methyl-5,6,7,8-tetrahydroquinoline), CS(=O)(=O)O (methanesulfonic acid). The solvent is C(C)O (ethanol). The product is CS(=O)(=O)O.ClC1=C(C=C(C=C1)F)C1CC(C=2C(=CC=NC2C1)C)=NNC(=N)N ((−)-7-(2-chloro-5-fluorophenyl)-5-guanidinoimino-4-methyl-5,6,7,8-tetrahydroquinoline methanesulfonate). Yield: 105.9%. Reaction SMILES: [Cl:1][C:2]1[CH:7]=[CH:6][C:5]([F:8])=[CH:4][C:3]=1[CH:9]1[CH2:18][C:17]2[N:16]=[CH:15][CH:14]=[C:13]([CH3:19])[C:12]=2[C:11](=[N:20][NH:21][C:22]([NH2:24])=[NH:23])[CH2:10]1.[CH3:25][S:26]([OH:29])(=[O:28])=[O:27]>C(O)C>[CH3:25][S:26]([OH:29])(=[O:28])=[O:27].[Cl:1][C:2]1[CH:7]=[CH:6][C:5]([F:8])=[CH:4][C:3]=1[CH:9]1[CH2:18][C:17]2[N:16]=[CH:15][CH:14]=[C:13]([CH3:19])[C:12]=2[C:11](=[N:20][NH:21][C:22]([NH2:24])=[NH:23])[CH2:10]1 |f:3.4|. Procedure details: A mother liquor and washings which had been resolved with L-pyroglutamic acid were combined with a 28% solution of sodium methoxide in methanol (2.6 g), concentrated and washed with water to obtain a (−)-isomer-rich crystal (3.7 g). This was dissolved in ethanol (30 ml) and combined with a solution of D-pyroglutamic acid (1.4 g) in ethanol (10 ml) at 80° C. The solution was allowed to warm to room temperature gradually, and the mixture was stirred at room temperature for 14 hours. The precipitat... Starting materials: CN(C=O)C (dimethylformamide), C(C(=O)Cl)(=O)Cl (oxalyl chloride), C(C1=CC=CC=C1)OC1=CC(=C(C(=O)O)C=C1)NC(=O)C (4-benzyloxyacetaminobenzoic acid), N1=CC=CC=C1 (pyridine), [N+](=O)([O-])C1=C(N)C=CC=C1 (o-nitroaniline), N1=CC=CC=C1 (pyridine). Run in C(C)(=O)OCC (ethyl acetate), [OH-].[Na+] (sodium hydroxide), C(C)(=O)OCC (ethyl acetate), C(C)(=O)OCC (ethyl acetate). Run at time 30 minute. The product is [N+](=O)([O-])C1=C(C=CC=C1)C=1C(=C(C(=O)N)C=CC1OCC1=CC=CC=C1)NC(=O)C ((2'-Nitrophenyl)-4-benzyloxyacetaminobenzamide). Reaction SMILES: C[N:2](C)C=O.C(Cl)(=O)C(Cl)=O.[CH2:12]([O:19][C:20]1[CH:28]=[CH:27][C:23]([C:24]([OH:26])=O)=[C:22]([NH:29][C:30]([CH3:32])=[O:31])[CH:21]=1)[C:13]1[CH:18]=[CH:17][CH:16]=[CH:15][CH:14]=1.N1C=CC=CC=1.[N+:39]([C:42]1[CH:48]=[CH:47][CH:46]=[CH:45][C:43]=1N)([O-:41])=[O:40]>C(OCC)(=O)C.[OH-].[Na+]>[N+:39]([C:42]1[CH:48]=[CH:47][CH:46]=[CH:45][C:43]=1[C:21]1[C:22]([NH:29][C:30]([CH3:32])=[O:31])=[C:23]([CH:27]=[CH:28][C:20]=1[O:19][CH2:12][C:13]1[CH:14]=[CH:15][CH:16]=[CH:17][CH:18]=1)[C:24]([NH2:2])=[O:26])([O-:41])=[O:40] |f:6.7|. Procedure details: 28.5 g (0.39 mole) dry dimethylformamide in 910 mL dry ethyl acetate are mixed dropwise at 2° C., under an atmosphere of nitrogen, with 21.5 g (0.17 mole) oxalyl chloride. After stirring for 30 minutes at 2°-5° C., a suspension of 37.2 g (0.13 mole) 4-benzyloxyacetaminobenzoic acid and 14.4 g (0.18 mole) pyridine in 65 mL ethyl acetate are added thereto and the ice bath is removed. After stirring for 2.5 hours at ambient temperature, the reaction mixture is mixed with a solution of 19.8 g (0.14 ... Starting materials: Cl, [I-], [K+], O=N[O-], Nc1ccc(F)cc1C(=O)O, [Na+], [Na+], [Na+], O, O=S(=O)(O)O, O=S([O-])([O-])=S. The product is O=C(O)c1cc(F)ccc1I. Reaction SMILES: [ClH:12].[I-:18].[K+:17].[N:13]([O-:14])=[O:15].[NH2:1][c:2]1[c:3]([C:4](=[O:5])[OH:6])[cH:7][c:8]([F:11])[cH:9][cH:10]1.[Na+:16].[Na+:29].[Na+:30].[OH2:31].[S:19](=[O:20])(=[O:21])([OH:22])[OH:23].[S:24]([O-:25])([O-:26])(=[O:27])=[S:28]>>[c:2]1([I:18])[c:3]([C:4](=[O:5])[OH:6])[cH:7][c:8]([F:11])[cH:9][cH:10]1.